Dataset: the Open Reaction Database (ORD), a public repository of structured organic reaction records. Task: describe an organic reaction: reactants, conditions, products, and yield Starting materials: C(#N)C1=CC=C(C=C1)NC=1C=NC=NC1 (5-[N-(4-cyanophenyl)amino]pyrimidine), FC=1C=C(CBr)C=CC1 (3-fluorobenzyl bromide). Yields the product C(#N)C1=CC=C(C=C1)N(CC1=CC(=CC=C1)F)C=1C=NC=NC1 (5-[N-(4-Cyanophenyl)-N-(3-fluorobenzyl)amino]pyrimidine). As a reaction SMILES: [C:1]([C:3]1[CH:8]=[CH:7][C:6]([NH:9][C:10]2[CH:11]=[N:12][CH:13]=[N:14][CH:15]=2)=[CH:5][CH:4]=1)#[N:2].[F:16][C:17]1[CH:18]=[C:19]([CH:22]=[CH:23][CH:24]=1)[CH2:20]Br>>[C:1]([C:3]1[CH:8]=[CH:7][C:6]([N:9]([C:10]2[CH:15]=[N:14][CH:13]=[N:12][CH:11]=2)[CH2:20][C:19]2[CH:22]=[CH:23][CH:24]=[C:17]([F:16])[CH:18]=2)=[CH:5][CH:4]=1)#[N:2]. Reported procedure: Starting compounds: 5-[N-(4-cyanophenyl)amino]pyrimidine and 3-fluorobenzyl bromide Reactants: CS(C)=O, CC(C)Cc1ccccc1C(C)Cl, N#C[Na]. Yields the product CC(C)Cc1ccccc1C(C)C#N. RXN SMILES: [CH3:17][S:18](=[O:19])[CH3:20].[Cl:1][CH:2]([CH3:3])[c:4]1[c:5]([CH2:10][CH:11]([CH3:12])[CH3:13])[cH:6][cH:7][cH:8][cH:9]1.[Na:14][C:15]#[N:16]>>[CH:2]([CH3:3])([c:4]1[c:5]([CH2:10][CH:11]([CH3:12])[CH3:13])[cH:6][cH:7][cH:8][cH:9]1)[C:15]#[N:16]. The reactants are CCOC(C)=O, Cl, [NH4+], [Na+], [OH-], O=S([O-])O, CCCCCc1cc(O)cc(O)c1. Yields the product CCCCCc1cc(N)cc(O)c1. RXN SMILES: [CH3:22][CH2:23][O:24][C:25](=[O:26])[CH3:27].[ClH:21].[NH4+:19].[Na+:18].[OH-:20].[S:14](=[O:15])([OH:16])[O-:17].[c:1]1([OH:13])[cH:2][c:3]([OH:4])[cH:5][c:6]([CH2:7][CH2:8][CH2:9][CH2:10][CH3:11])[cH:12]1>>[c:1]1([OH:13])[cH:2][c:3]([NH2:19])[cH:5][c:6]([CH2:7][CH2:8][CH2:9][CH2:10][CH3:11])[cH:12]1. Starting materials: O=C([O-])[O-], CC(C)=O, CCI, [K+], [K+], Oc1ccc2[nH]ncc2c1. Yields the product CCOc1ccc2[nH]ncc2c1. As a reaction SMILES: [C:11](=[O:12])([O-:13])[O-:14].[CH3:20][C:21](=[O:22])[CH3:23].[I:17][CH2:18][CH3:19].[K+:15].[K+:16].[OH:1][c:2]1[cH:3][c:4]2[cH:5][n:6][nH:7][c:8]2[cH:9][cH:10]1>>[O:1]([c:2]1[cH:3][c:4]2[cH:5][n:6][nH:7][c:8]2[cH:9][cH:10]1)[CH2:18][CH3:19].